This data is from the Open Reaction Database (ORD), a public repository of structured organic reaction records. The task is: describe an organic reaction: reactants, conditions, products, and yield Starting materials: OC(c1ccccc1)(c1ccccc1)c1ccccc1Cl, [O-]P(Oc1ccccc1)Oc1ccccc1, c1ccccc1, c1c[nH]cn1. The product is Clc1ccccc1C(c1ccccc1)(c1ccccc1)n1ccnc1. As a reaction SMILES: [Cl:22][c:23]1[c:24]([C:29]([OH:30])([c:31]2[cH:32][cH:33][cH:34][cH:35][cH:36]2)[c:37]2[cH:38][cH:39][cH:40][cH:41][cH:42]2)[cH:25][cH:26][cH:27][cH:28]1.[P:1]([O-:2])([O:3][c:4]1[cH:5][cH:6][cH:7][cH:8][cH:9]1)[O:10][c:11]1[cH:12][cH:13][cH:14][cH:15][cH:16]1.[cH:43]1[cH:44][cH:45][cH:46][cH:47][cH:48]1.[nH:17]1[cH:18][n:19][cH:20][cH:21]1>>[n:17]1([C:29]([c:24]2[c:23]([Cl:22])[cH:28][cH:27][cH:26][cH:25]2)([c:31]2[cH:32][cH:33][cH:34][cH:35][cH:36]2)[c:37]2[cH:38][cH:39][cH:40][cH:41][cH:42]2)[cH:18][n:19][cH:20][cH:21]1. The reactants are ClC1=CC=NC2=C(C=CC=C12)F (4-chloro-8-fluoroquinoline), [H-].[Na+] (sodium hydride), CC(C)C1=CC=C(C=C1)CCO (2-[4-(1-methylethyl)phenyl]ethyl alcohol). Run in O (water), CN(C)C=O (DMF). Conditions: time 8 hour. Product: FC=1C=CC=C2C(=CC=NC12)OCCC1=CC=C(C=C1)C(C)C (8-Fluoro-4-[2-[4-(i-propyl)phenyl]ethoxy]quinoline). Yield: 40.8%. Reaction SMILES: [H-].[Na+].Cl[C:4]1[C:13]2[C:8](=[C:9]([F:14])[CH:10]=[CH:11][CH:12]=2)[N:7]=[CH:6][CH:5]=1.[CH3:15][CH:16]([C:18]1[CH:23]=[CH:22][C:21]([CH2:24][CH2:25][OH:26])=[CH:20][CH:19]=1)[CH3:17]>CN(C=O)C.O>[F:14][C:9]1[CH:10]=[CH:11][CH:12]=[C:13]2[C:8]=1[N:7]=[CH:6][CH:5]=[C:4]2[O:26][CH2:25][CH2:24][C:21]1[CH:22]=[CH:23][C:18]([CH:16]([CH3:17])[CH3:15])=[CH:19][CH:20]=1 |f:0.1|. Reported procedure: To a suspension of 0.96 g of sodium hydride in 10 mL of dry DMF was added 3.6 g of 4-chloro-8-fluoroquinoline. The mixture was cooled in an ice/water bath, and 3.3 g of 2-[4-(1-methylethyl)phenyl]ethyl alcohol was added. The mixture was stirred overnight, then diluted with ice and water. The pH was adjusted to 7, then the product was extracted into CH2Cl2. The CH2Cl2 layer was separated, filtered, and evaporated in vacuo. An azeotrope with xylene was formed to facilitate removal of residual DMF.... Reactants: C(C)C1(OC2(CC1)CCOCC2)CO (2-ethyl-1,8-dioxaspiro[4.5]decane-2-methanol), C(C1=CC=CC=C1)Br (benzyl bromide), [H-].[Na+] (sodium hydride). The product is C(C)C1(OC2(CC1)CCOCC2)COCC2=CC=CC=C2 (2-Ethyl-2-(phenylmethoxymethyl)-1,8-dioxaspiro[4.5]-decane). Yield: 24.8%. As a reaction SMILES: [CH2:1]([C:3]1([CH2:13][OH:14])[CH2:7][CH2:6][C:5]2([CH2:12][CH2:11][O:10][CH2:9][CH2:8]2)[O:4]1)[CH3:2].[CH2:15](Br)[C:16]1[CH:21]=[CH:20][CH:19]=[CH:18][CH:17]=1.[H-].[Na+]>>[CH2:1]([C:3]1([CH2:13][O:14][CH2:15][C:16]2[CH:21]=[CH:20][CH:19]=[CH:18][CH:17]=2)[CH2:7][CH2:6][C:5]2([CH2:12][CH2:11][O:10][CH2:9][CH2:8]2)[O:4]1)[CH3:2] |f:2.3|. Procedure details: Following procedures similar to those of Embodiments XVII-XIX, 2.50 g of 2-ethyl-1,8-dioxaspiro[4.5]decane-2-methanol was treated with 2.35 g of benzyl bromide in the presence of sodium hydride to yield 0.90 g of the desired product as a clear liquid, b.p. 130° C. (0.15 mm).